This data is from the Open Reaction Database (ORD), a public repository of structured organic reaction records. The task is: describe an organic reaction: reactants, conditions, products, and yield Starting materials: OC=1C=C2CCCC(C2=CC1)CC(=O)OCC (ethyl 2-(6-hydroxy-1,2,3,4-tetrahydronaphthalen-1-yl)acetate), OC1=C(C(=C(C=C1)CCC(=O)OCC)C)C (ethyl 3-(4-hydroxy-2,3-dimethylphenyl)propanoate). The product is OC1=CC(=C(C(=C1)C)CCC(=O)OCC)C (ethyl 3-(4-hydroxy-2,6-dimethylphenyl)propanoate). As a reaction SMILES: [OH:1][C:2]1[CH:3]=[C:4]2[C:9](=[CH:10][CH:11]=1)[CH:8]([CH2:12][C:13]([O:15][CH2:16][CH3:17])=[O:14])CC[CH2:5]2.O[C:19]1C=CC(CCC(OCC)=O)=C(C)C=1C>>[OH:1][C:2]1[CH:11]=[C:10]([CH3:19])[C:9]([CH2:8][CH2:12][C:13]([O:15][CH2:16][CH3:17])=[O:14])=[C:4]([CH3:5])[CH:3]=1. Reported procedure: Similar reaction routes used for the synthesis of (514) was used to synthesize the intermediate ethyl 3-(4-hydroxy-2,3-dimethylphenyl)propanoate (570) (1.2 g, 89.3%) as a white solid.